From a dataset of the Open Reaction Database (ORD), a public repository of structured organic reaction records. describe an organic reaction: reactants, conditions, products, and yield The reactants are [N+](=O)([O-])C1=CC=NN1 (5-nitro-1H-pyrazole), COC(=O)C=1OC(=CC1)CCl (5-chloromethyl-furan-2-carboxylic acid methyl ester), N#N (N2), C(=O)([O-])[O-].[K+].[K+] (K2CO3), [Br-] (bromide). The solvent is CC(=O)C (acetone), CC(OCC)=O (EA), O (Water). Run at time 8 hour. Product: COC(=O)C=1OC(=CC1)CN1N=C(C=C1)[N+](=O)[O-] (5-(3-Nitro-pyrazol-1-ylmethyl)-furan-2-carboxylic acid methyl ester). Reaction SMILES: N#N.[N+:3]([C:6]1[NH:10][N:9]=[CH:8][CH:7]=1)([O-:5])=[O:4].[CH3:11][O:12][C:13]([C:15]1[O:16][C:17]([CH2:20]Cl)=[CH:18][CH:19]=1)=[O:14].C([O-])([O-])=O.[K+].[K+].[Br-]>CC(C)=O.CC(=O)OCC.O>[CH3:11][O:12][C:13]([C:15]1[O:16][C:17]([CH2:20][N:9]2[CH:8]=[CH:7][C:6]([N+:3]([O-:5])=[O:4])=[N:10]2)=[CH:18][CH:19]=1)=[O:14] |f:3.4.5|. Procedure details: In a flame dried round-bottomed flask equipped with a magnetic stir bar and under inert atmosphere (N2), a solution of 5-nitro-1H-pyrazole (10.95 g, 96.89 mmol) in dry acetone (219 mL) was treated with 5-chloromethyl-furan-2-carboxylic acid methyl ester (17.80 g, 96.89 mmol) followed by K2CO3 (67.61 g, 484.29 mmol) and TBA bromide (6.24 g, 19.37 mmol). The reaction mixture was stirred at rt overnight. Water (500 mL) was added followed by EA (1000 mL). The aq. layer was extracted with EA (2×500 m... Reactants: CS(C)=O, CN(C)CCCO, CCOC(C)=O, CN(C#N)c1nc(Cl)c(-c2c(F)cc(F)cc2F)c(NCC(F)(F)F)n1, [H-], [Na+]. The product is CN(C)CCCOc1cc(F)c(-c2c(Cl)nc(N(C)C#N)nc2NCC(F)(F)F)c(F)c1. Reaction SMILES: [CH3:36][S:37]([CH3:38])=[O:39].[CH3:3][N:4]([CH2:5][CH2:6][CH2:7][OH:8])[CH3:9].[CH3:40][CH2:41][O:42][C:43](=[O:44])[CH3:45].[Cl:10][c:11]1[n:12][c:13]([N:32]([C:33]#[N:34])[CH3:35])[n:14][c:15]([NH:26][CH2:27][C:28]([F:29])([F:30])[F:31])[c:16]1-[c:17]1[c:18]([F:25])[cH:19][c:20]([F:24])[cH:21][c:22]1[F:23].[H-:1].[Na+:2]>>[CH3:3][N:4]([CH2:5][CH2:6][CH2:7][O:8][c:20]1[cH:19][c:18]([F:25])[c:17](-[c:16]2[c:11]([Cl:10])[n:12][c:13]([N:32]([C:33]#[N:34])[CH3:35])[n:14][c:15]2[NH:26][CH2:27][C:28]([F:29])([F:30])[F:31])[c:22]([F:23])[cH:21]1)[CH3:9]. Conditions: temperature 50 celsius, time 8 hour. The yield is 90.7%. The product is CN(C1=CC=C(C(=O)O)C=C1)C1=CC=2CCCC3(CCCC(=C1)C23)C (4-[N-Methyl-(6a-methyl-5,6,6a,7,8,9-hexahydro-4H-2-phenalenyl)amino]benzoic acid). Procedure details: A suspension of methyl 4-[N-methyl-(6a-methyl-5,6,6a,7,8,9-hexahydro-4H-2-phenalenyl)amino]benzoate (0.031 g) in ethanol (10 ml) was added with 20% aqueous sodium hydroxide (2 ml), and the mixture was stirred overnight at 50° C. The reaction mixture was left to cool and then made acidic with 2 N aqueous hydrochloric acid, and the mixture was extracted with chloroform. The organic layer was washed with saturated brine, and dried over anhydrous sodium sulfate. The organic layer was concentrated un... Solvent: C(C)O (ethanol). Reaction SMILES: [CH3:1][N:2]([C:13]1[CH:24]=[C:23]2[C:25]3[C:19]([CH3:26])([CH2:20][CH2:21][CH2:22]2)[CH2:18][CH2:17][CH2:16][C:15]=3[CH:14]=1)[C:3]1[CH:12]=[CH:11][C:6]([C:7]([O:9]C)=[O:8])=[CH:5][CH:4]=1.[OH-].[Na+].Cl>C(O)C>[CH3:1][N:2]([C:13]1[CH:24]=[C:23]2[C:25]3[C:19]([CH3:26])([CH2:20][CH2:21][CH2:22]2)[CH2:18][CH2:17][CH2:16][C:15]=3[CH:14]=1)[C:3]1[CH:4]=[CH:5][C:6]([C:7]([OH:9])=[O:8])=[CH:11][CH:12]=1 |f:1.2|. The reactants are [OH-].[Na+] (sodium hydroxide), CN(C1=CC=C(C(=O)OC)C=C1)C1=CC=2CCCC3(CCCC(=C1)C23)C (methyl 4-[N-methyl-(6a-methyl-5,6,6a,7,8,9-hexahydro-4H-2-phenalenyl)amino]benzoate), Cl (hydrochloric acid). The reactants are 3-proprionyl chloride, ClC(C(=O)C=1NC=CC1)(Cl)Cl (2-trichloroacetyl pyrrole), [Cl-].[Cl-].[Cl-].[Al+3] (aluminum trichloride). Run in ClCCl (dichloromethane). Reaction conditions: time 2 hour. The product is ClC(C(=O)C1=CC(=CN1)C(CC)=O)(Cl)Cl (1-[5-(2,2,2-Trichloro-acetyl)-1H-pyrrol-3-yl)-propan-1-one). Reaction SMILES: [Cl:1][C:2]([Cl:11])([Cl:10])[C:3]([C:5]1[NH:6][CH:7]=[CH:8][CH:9]=1)=[O:4].[Cl-].[Cl-].[Cl-].[Al+3]>ClCCl>[Cl:11][C:2]([Cl:1])([Cl:10])[C:3]([C:5]1[NH:6][CH:7]=[C:8]([C:3](=[O:4])[CH2:5][CH3:9])[CH:9]=1)=[O:4] |f:1.2.3.4|. Procedure details: In a dry flask, 3-proprionyl chloride (1 equivalent) was combined with 2-trichloroacetyl pyrrole (1 equivalent) in a minimum amount of dichloromethane (DCM). To the resulting solution, at ambient temperature, was added aluminum trichloride (1 equivalent). After 2 hours, the reaction mixture was applied directly onto a silica gel column. Gradient elution with 10% ethyl acetate to 50% ethyl acetate in hexanes provided compound 3. The reactants are COC=1C=C(/C=C/C2=NC=3N(C(N(C(C3N2)=O)CCC)=O)CCC)C=CC1OCOC ((E)-8-(3-Methoxy-4-methoxymethoxystyryl)-1,3-dipropylxanthine), O (water), C([O-])([O-])=O.[K+].[K+] (potassium carbonate), CI (methyl iodide). The solvent is CN(C=O)C (dimethylformamide). Conditions: temperature 50 celsius, time 1 hour. Yields the product COC=1C=C(/C=C/C2=NC=3N(C(N(C(C3N2C)=O)CCC)=O)CCC)C=CC1OCOC ((E)-8-(3-Methoxy-4-methoxymethoxystyryl)-7-methyl-1,3-dipropylxanthine). The yield is 78.8%. RXN SMILES: [CH3:1][O:2][C:3]1[CH:4]=[C:5]([CH:25]=[CH:26][C:27]=1[O:28][CH2:29][O:30][CH3:31])/[CH:6]=[CH:7]/[C:8]1[NH:16][C:15]2[C:14](=[O:17])[N:13]([CH2:18][CH2:19][CH3:20])[C:12](=[O:21])[N:11]([CH2:22][CH2:23][CH3:24])[C:10]=2[N:9]=1.[C:32](=O)([O-])[O-].[K+].[K+].CI.O>CN(C)C=O>[CH3:1][O:2][C:3]1[CH:4]=[C:5]([CH:25]=[CH:26][C:27]=1[O:28][CH2:29][O:30][CH3:31])/[CH:6]=[CH:7]/[C:8]1[N:16]([CH3:32])[C:15]2[C:14](=[O:17])[N:13]([CH2:18][CH2:19][CH3:20])[C:12](=[O:21])[N:11]([CH2:22][CH2:23][CH3:24])[C:10]=2[N:9]=1 |f:1.2.3|. Reported procedure: Compound c (4.5 g, 10.5 mmol) obtained in Reference Example 3 was dissolved in 90 ml of dimethylformamide, and potassium carbonate (3.63 g, 26.26 mmol) and methyl iodide (1.31 ml, 21.04 mmol) were added thereto, followed by stirring at 50° C. for 1 hour. After cooling, water was added to the reaction mixture, and the resulting precipitate was collected by filtration. The obtained crude product was recrystallized from hexane/ethyl acetate to give 3.66 g (79% yield) of Compound d as pale yellow cr... Starting materials: C[O-].[Na+] (NaOMe), FC1=C(C=O)C=C(C=C1)C(F)(F)F (2-fluoro-5-(trifluoromethyl)benzaldehyde), C(C)(=O)O (acetic acid). Product: COC1=C(C=O)C=C(C=C1)C(F)(F)F (2-Methoxy-5-(trifluoromethyl)benzaldehyde). Reaction SMILES: C[O-].[Na+].F[C:5]1[CH:12]=[CH:11][C:10]([C:13]([F:16])([F:15])[F:14])=[CH:9][C:6]=1[CH:7]=[O:8].[C:17](O)(=[O:19])C>>[CH3:17][O:19][C:5]1[CH:12]=[CH:11][C:10]([C:13]([F:16])([F:15])[F:14])=[CH:9][C:6]=1[CH:7]=[O:8] |f:0.1|. Procedure: To a stirred and ice-cooled solution of NaOMe (904 mg, 4.68 mmol) was added 2-fluoro-5-(trifluoromethyl)benzaldehyde (500 mg, 2.60 mmol) portionwise. The dropping funnel employed was washed with THF. The resultant suspension was stirred at room temperature for 5 hr. The reaction mixture was neutralizing for acetic acid (0.3ml, 5.0 mmol), the solvent was removed. To the solid residue was added water and the mixture was extracted with CH2Cl2. The combined CH2Cl2 extracts were washed with sat. NaHC...